This data is from the Open Reaction Database (ORD), a public repository of structured organic reaction records. The task is: describe an organic reaction: reactants, conditions, products, and yield The reactants are FC1=C(C=CC(=O)O)C=CC=C1 (2-fluorocinnamic acid), S(=O)(Cl)Cl (thionyl chloride), C(C)O (ethanol). Product: FC1=C(C=CC(=O)OCC)C=CC=C1 (ethyl 2-fluorocinnamate). Yield: 96.0%. As a reaction SMILES: [F:1][C:2]1[CH:12]=[CH:11][CH:10]=[CH:9][C:3]=1[CH:4]=[CH:5][C:6]([OH:8])=[O:7].S(Cl)(Cl)=O.[CH2:17](O)[CH3:18]>>[F:1][C:2]1[CH:12]=[CH:11][CH:10]=[CH:9][C:3]=1[CH:4]=[CH:5][C:6]([O:8][CH2:17][CH3:18])=[O:7]. Reported procedure: A solution of 2-fluorocinnamic acid (48.4 g, 0.29 mol, Aldrich) and thionyl chloride (5 mL) in ethanol (650 mL) was heated to reflux for 48 h. The mixture was concentrated in vacuo. The residue was taken up in ethyl acetate, washed successively with a 5% aqueous sodium bicarbonate solution, water and brine, and dried (Na2SO4). Filtration and concentration gave 54.25 g (96%) of crude ethyl 2-fluorocinnamate. This material was used without further purification. Starting materials: ClC1=C(OC=2C=CC(=C(C(=O)O)C2)[N+](=O)[O-])C=CC(=C1)C(F)(F)F (5-(2-Chloro-4-trifluorometylphenoxy)-2-nitrobenzoic acid). The solvent is C(OC)COC (glyme). Product: ClC1=C(OC=2C=CC(=C(C(=O)[O-])C2)[N+](=O)[O-])C=CC(=C1)C(F)(F)F.C1(CCCCC1)[NH2+]C1CCCCC1 (Dicyclohexylammonium 5-(2-Chloro-4-trifluoromethylphenoxy)-2-nitrobenzoate). Yield: 119.8%. Reaction SMILES: [Cl:1][C:2]1[CH:20]=[C:19]([C:21]([F:24])([F:23])[F:22])[CH:18]=[CH:17][C:3]=1[O:4][C:5]1[CH:6]=[CH:7][C:8]([N+:14]([O-:16])=[O:15])=[C:9]([CH:13]=1)[C:10]([OH:12])=[O:11]>C(COC)OC>[Cl:1][C:2]1[CH:20]=[C:19]([C:21]([F:22])([F:23])[F:24])[CH:18]=[CH:17][C:3]=1[O:4][C:5]1[CH:6]=[CH:7][C:8]([N+:14]([O-:16])=[O:15])=[C:9]([CH:13]=1)[C:10]([O-:12])=[O:11].[CH:2]1([NH2+:14][CH:8]2[CH2:9][CH2:13][CH2:5][CH2:6][CH2:7]2)[CH2:20][CH2:19][CH2:18][CH2:17][CH2:3]1 |f:2.3|. Reported procedure: 5-(2-Chloro-4-trifluorometylphenoxy)-2-nitrobenzoic acid (3.0 g, 0.0083 mole) is dissolved in glyme (20 ml) and dicyclohexylamino (1.64 g, 0.0091 mole) is added at room temperature while stirring. The solvent is removed in vacuo, the residue triturated with petroleum ether (bp 30°-60° C.) and dried to give 2.7 g of product, mp 197°-9° C. Anal. Calcd. for C26H30ClF3H2O5 : C, 57.51; H, 5.56; N, 5.15; Cl, 6.53; F, 10.49. Found C, 57.25; H, 5.71; N, 5.55, Cl, 6.40; F, 10.24. The product is COc1ccc2c(c1)CCC(CN1CCC(O)(c3ccccc3)CC1)C2=O. As a reaction SMILES: [CH3:27][OH:28].[N+:29](=[N-:30])=[CH2:31].[OH2:32].[c:1]1([C:7]2([OH:26])[CH2:8][CH2:9][N:10]([CH2:13][CH:14]3[C:15](=[O:25])[c:16]4[cH:17][cH:18][c:19]([OH:24])[cH:20][c:21]4[CH2:22][CH2:23]3)[CH2:11][CH2:12]2)[cH:2][cH:3][cH:4][cH:5][cH:6]1>>[c:1]1([C:7]2([OH:26])[CH2:8][CH2:9][N:10]([CH2:13][CH:14]3[C:15](=[O:25])[c:16]4[cH:17][cH:18][c:19]([O:24][CH3:31])[cH:20][c:21]4[CH2:22][CH2:23]3)[CH2:11][CH2:12]2)[cH:2][cH:3][cH:4][cH:5][cH:6]1. The reactants are CO, C=[N+]=[N-], O, O=C1c2ccc(O)cc2CCC1CN1CCC(O)(c2ccccc2)CC1. Reactants: CCc1c(C(=O)c2ccccc2OC)n(C(C)=O)c(=O)n1C(C)=O, Cc1ccccc1, [P+3], O=S(=O)([O-])[O-], O=S(=O)(O)O, O=S(=O)(O)O, O=S(=O)(O)O, O=S(=O)([O-])O. Yields the product CCc1c(C(=S)c2ccccc2OC)n(C(C)=O)c(=O)n1C(C)=O. Reaction SMILES: [C:1]([CH3:2])(=[O:3])[n:4]1[c:5](=[O:24])[n:6]([C:21]([CH3:22])=[O:23])[c:7]([CH2:19][CH3:20])[c:8]1[C:9]([c:10]1[c:11]([O:16][CH3:17])[cH:12][cH:13][cH:14][cH:15]1)=[O:18].[CH3:51][c:52]1[cH:53][cH:54][cH:55][cH:56][cH:57]1.[P+3:50].[S:25]([O-:26])([O-:27])(=[O:28])=[O:29].[S:30]([OH:31])([OH:32])(=[O:33])=[O:34].[S:35]([OH:36])([OH:37])(=[O:38])=[O:39].[S:40]([OH:41])([OH:42])(=[O:43])=[O:44].[S:45]([OH:46])([O-:47])(=[O:48])=[O:49]>>[C:1]([CH3:2])(=[O:3])[n:4]1[c:5](=[O:24])[n:6]([C:21]([CH3:22])=[O:23])[c:7]([CH2:19][CH3:20])[c:8]1[C:9]([c:10]1[c:11]([O:16][CH3:17])[cH:12][cH:13][cH:14][cH:15]1)=[S:25].